Dataset: the Open Reaction Database (ORD), a public repository of structured organic reaction records. Task: describe an organic reaction: reactants, conditions, products, and yield Reactants: C(C)(C)N1C(NC(=NC1=O)SC)=O.[Na] (sodium 3-isopropyl-6-methylthio-s-triazine-2,4(1H,3H)-dione), C(C)(=O)Cl (acetyl chloride). Run in O1CCCC1 (tetrahydrofuran). Product: C(C)(=O)N1C(N(C(N=C1SC)=O)C(C)C)=O (1-Acetyl-3-isopropyl-6-methylthio-s-triazine-2,4(1H,3H)-dione). Reaction SMILES: [CH:1]([N:4]1[C:9](=[O:10])[N:8]=[C:7]([S:11][CH3:12])[NH:6][C:5]1=[O:13])([CH3:3])[CH3:2].[Na].[C:15](Cl)(=[O:17])[CH3:16]>O1CCCC1>[C:15]([N:8]1[C:7]([S:11][CH3:12])=[N:6][C:5](=[O:13])[N:4]([CH:1]([CH3:3])[CH3:2])[C:9]1=[O:10])(=[O:17])[CH3:16] |f:0.1,^1:13|. Procedure details: To 9.0 parts sodium 3-isopropyl-6-methylthio-s-triazine-2,4(1H,3H)-dione prepared as in Example 10 in 100 parts tetrahydrofuran can be added 3.1 parts acetyl chloride. The reaction can be refluxed for 5 hours and the solvent evaporated. Methylene chloride can be added to the residue and the solution can be washed with 1N sodium hydroxide and brine. After drying and evaporation of the solvent, the residue can be recrystallized from chlorobutane. Conditions: temperature 0 celsius. Procedure details: A suspension of 5-(benzyloxy)-1,4-dihydro-4-oxo-2-pyridinecarboxylic acid (8.24 g, 33.6 mmole) in 120 ml of ethanol was cooled to 0° C. and treated with a stream of dry HCl for 15 minutes. The resulting mixture was heated at 50° C. for 5.5 hours. The volatiles were removed in vacuo and the residue was treated with water. While cooling, the pH was raised to 7 with saturated potassium bicarbonate and the resulting mixture was extracted with dichloromethane. The extracts were washed with brine and ... RXN SMILES: [CH2:1]([O:8][C:9]1[C:10](=[O:18])[CH:11]=[C:12]([C:15]([OH:17])=[O:16])[NH:13][CH:14]=1)[C:2]1[CH:7]=[CH:6][CH:5]=[CH:4][CH:3]=1.Cl.[CH2:20](O)[CH3:21]>>[CH2:1]([O:8][C:9]1[C:10](=[O:18])[CH:11]=[C:12]([C:15]([O:17][CH2:20][CH3:21])=[O:16])[NH:13][CH:14]=1)[C:2]1[CH:7]=[CH:6][CH:5]=[CH:4][CH:3]=1. The reactants are C(C1=CC=CC=C1)OC=1C(C=C(NC1)C(=O)O)=O (5-(benzyloxy)-1,4-dihydro-4-oxo-2-pyridinecarboxylic acid), C(C)O (ethanol), Cl (HCl). The product is C(C1=CC=CC=C1)OC=1C(C=C(NC1)C(=O)OCC)=O (5-(Benzyloxy)-1,4-dihydro-4-oxo-2-pyridinecarboxylic acid, ethyl ester). The reactants are CCOC(=O)c1cc2cc(OCCOC)cc(N(C)S(=O)(=O)c3cccs3)c2[nH]1, CCO, [Na+], C1CCOC1, [OH-], O=C(O)CC(O)(CC(=O)O)C(=O)O. Product: COCCOc1cc(N(C)S(=O)(=O)c2cccs2)c2[nH]c(C(=O)O)cc2c1. Reaction SMILES: [CH3:1][O:2][CH2:3][CH2:4][O:5][c:6]1[cH:7][c:8]2[cH:9][c:10]([C:25](=[O:26])[O:27][CH2:28][CH3:29])[nH:11][c:12]2[c:13]([N:15]([S:16](=[O:17])(=[O:18])[c:19]2[s:20][cH:21][cH:22][cH:23]2)[CH3:24])[cH:14]1.[CH3:50][CH2:51][OH:52].[Na+:31].[O:32]1[CH2:33][CH2:34][CH2:35][CH2:36]1.[OH-:30].[OH:37][C:38]([CH2:39][C:40]([C:41](=[O:42])[OH:43])([CH2:44][C:45](=[O:46])[OH:47])[OH:48])=[O:49]>>[CH3:1][O:2][CH2:3][CH2:4][O:5][c:6]1[cH:7][c:8]2[cH:9][c:10]([C:25](=[O:26])[OH:27])[nH:11][c:12]2[c:13]([N:15]([S:16](=[O:17])(=[O:18])[c:19]2[s:20][cH:21][cH:22][cH:23]2)[CH3:24])[cH:14]1. Starting materials: C1(=CC=CC=C1)S(=O)(=O)C1=CC=C(C=C1)N (4-(benzenesulphonyl)phenylamine), ClC1=NC=NC2=CC(=C(C=C12)I)F (4-chloro-6-iodo-7-fluoroquinazoline). Product: Cl.C1=CC=C(C=C1)S(=O)(=O)N(C1=NC=NC2=CC(=C(C=C12)I)F)C1=CC=CC=C1 ((4-Benzenesulphonyl)phenyl-(6-iodo-7-fluoro-quinazolin-4-yl)-amine hydrochloride). RXN SMILES: C1([S:7]([C:10]2[CH:15]=[CH:14][C:13](N)=[CH:12][CH:11]=2)(=[O:9])=[O:8])C=CC=CC=1.[Cl:17][C:18]1[C:27]2[C:22](=[CH:23][C:24]([F:29])=[C:25]([I:28])[CH:26]=2)[N:21]=[CH:20][N:19]=1>>[ClH:17].[CH:13]1[CH:12]=[CH:11][C:10]([S:7]([N:21]([C:22]2[CH:27]=[CH:26][CH:25]=[CH:24][CH:23]=2)[C:18]2[C:27]3[C:22](=[CH:23][C:24]([F:29])=[C:25]([I:28])[CH:26]=3)[N:21]=[CH:20][N:19]=2)(=[O:8])=[O:9])=[CH:15][CH:14]=1 |f:2.3|. Reported procedure: Prepared according to Procedure A from 4-(benzenesulphonyl)phenylamine and 4-chloro-6-iodo-7-fluoroquinazoline. 1H NMR (400 MHz, DMSO-d6) δ: 10.89(s, 1H), 9.3(d, 1H), 8.79(s, 1H), 8.07(d, 2H), 8.0(d, 2H), 7.94(d, 2H), 7.67(m, 2H), 7.61(m, 2H). ESI-MS m/z 504(M−1). Starting materials: FC1=C(C=C(C(=O)NS(=O)(=O)N(C)C(C)C)C=C1)[N+](=O)[O-] (N-(4-fluoro-3-nitrobenzoyl)-N′-isopropyl-N′-methylsulfamide), [H][H] (hydrogen). Reagents/catalysts: [Pd] (Pd/C). The solvent is CO (methanol). Conditions: temperature 27.5 celsius, time 12 hour. Yields the product FC1=C(C=C(C(=O)NS(=O)(=O)N(C)C(C)C)C=C1)N (N-(4-Fluoro-3-aminobenzoyl)-N′-isopropyl-N′-methylsulfamide). Reaction SMILES: [F:1][C:2]1[CH:18]=[CH:17][C:5]([C:6]([NH:8][S:9]([N:12]([CH:14]([CH3:16])[CH3:15])[CH3:13])(=[O:11])=[O:10])=[O:7])=[CH:4][C:3]=1[N+:19]([O-])=O.[H][H]>CO.[Pd]>[F:1][C:2]1[CH:18]=[CH:17][C:5]([C:6]([NH:8][S:9]([N:12]([CH:14]([CH3:15])[CH3:16])[CH3:13])(=[O:11])=[O:10])=[O:7])=[CH:4][C:3]=1[NH2:19]. Procedure: 89.0 g (0.28 mol) of N-(4-fluoro-3-nitrobenzoyl)-N′-isopropyl-N′-methylsulfamide in methanol were admixed with 5.9 g (10 mol %) of Pd/C and hydrogenated with 2-5 bar of hydrogen with stirring at 25-30° C. After 12 h the solution was depressurized, the reaction mixture was filtered and the solvent was removed by distillation. This gave 80.1 g (98%) of the title compound in the form of a beige solid (m.p.: 148-150° C.).